This data is from the Open Reaction Database (ORD), a public repository of structured organic reaction records. The task is: describe an organic reaction: reactants, conditions, products, and yield Reactants: [Br-].C1(=CC=CC=C1)[PH+](C1=CC=CC=C1)C1=CC=CC=C1 (triphenylphosphonium bromide), P(Br)(Br)Br (phosphorus tribromide), CO (methanol). Run in C1=CC=CC=C1 (benzene). Conditions: temperature 25 celsius. Yields the product [Br-].BrC[P+](C1=CC=CC=C1)(C1=CC=CC=C1)C1=CC=CC=C1 ((Bromomethyl)triphenylphosphonium bromide). Reaction SMILES: [Br-:1].[C:2]1([PH+:8]([C:15]2[CH:20]=[CH:19][CH:18]=[CH:17][CH:16]=2)[C:9]2[CH:14]=[CH:13][CH:12]=[CH:11][CH:10]=2)[CH:7]=[CH:6][CH:5]=[CH:4][CH:3]=1.P(Br)(Br)[Br:22].[CH3:25]O>C1C=CC=CC=1>[Br-:22].[Br:1][CH2:25][P+:8]([C:2]1[CH:3]=[CH:4][CH:5]=[CH:6][CH:7]=1)([C:9]1[CH:14]=[CH:13][CH:12]=[CH:11][CH:10]=1)[C:15]1[CH:16]=[CH:17][CH:18]=[CH:19][CH:20]=1 |f:0.1,5.6|. Reported procedure: A mixture of hydroxymethyl)triphenylphosphonium bromide and phosphorus tribromide in benzene is heated at reflux for 23 h with stirring. After this time the solution is dark orange and an orange solid is present. The mixture is cooled to 25° C. and methanol is added. The solvent was removed at reduced pressure and the residue treated with water to extract the phosphonium salt. The aqueous extracts were saturated with solid potassium bromide and extracted with chloroform. The phosphonium salts ar... Starting materials: COC=1C=C(C#N)C=CC1O (3-methoxy-4-hydroxybenzonitrile), Cl.O1CCOCC1 (hydrochloric acid 1,4-dioxane), C([O-])([O-])=O.[NH4+].[NH4+] (Ammonium carbonate). Run in C(C)O (ethanol). Reaction conditions: time 8 hour. Product: Cl.C(N)(=N)C1=CC(=C(C=C1)O)OC (4-amidino-2-methoxyphenol hydrochloride). Reaction SMILES: [CH3:1][O:2][C:3]1[CH:4]=[C:5]([CH:8]=[CH:9][C:10]=1[OH:11])[C:6]#[N:7].[ClH:12].O1CCOCC1.C(=O)([O-])[O-].[NH4+:23].[NH4+]>C(O)C>[ClH:12].[C:6]([C:5]1[CH:8]=[CH:9][C:10]([OH:11])=[C:3]([O:2][CH3:1])[CH:4]=1)(=[NH:23])[NH2:7] |f:1.2,3.4.5,7.8|. Procedure details: To 3-methoxy-4-hydroxybenzonitrile (2.0 g, 13.4 mmol) were added ethanol (3 mL) and 4N hydrochloric acid/1,4-dioxane (27 mL), and the mixture was stirred at room temperature overnight. The solvent was evaporated under reduced pressure and the residue was dissolved in ethanol (50 mL). Ammonium carbonate (6.4 g, 67 mmol) was added, and the mixture was stirred at room temperature overnight. The solvent was evaporated under reduced pressure, water was added and the mixture was freeze-dried to give t... Product: Fc1ccc(-c2ccn3c(-c4cccc(Nc5ccncc5)c4)cnc3c2)cc1. Reaction SMILES: [Br:24][c:25]1[cH:26][cH:27][n:28][cH:29][cH:30]1.[CH3:32][C:33]([CH3:34])([O-:35])[CH3:36].[ClH:31].[F:1][c:2]1[cH:3][cH:4][c:5](-[c:8]2[cH:9][c:10]3[n:11]([cH:12][cH:13]2)[c:14](-[c:17]2[cH:18][c:19]([NH2:23])[cH:20][cH:21][cH:22]2)[cH:15][n:16]3)[cH:6][cH:7]1.[Na+:37].[O:38]1[CH2:39][CH2:40][O:41][CH2:42][CH2:43]1.[O:46]=[C:47]([CH:48]=[CH:49][c:50]1[cH:51][cH:52][cH:53][cH:54][cH:55]1)[CH:56]=[CH:57][c:58]1[cH:59][cH:60][cH:61][cH:62][cH:63]1.[O:64]=[C:65]([CH:66]=[CH:67][c:68]1[cH:69][cH:70][cH:71][cH:72][cH:73]1)[CH:74]=[CH:75][c:76]1[cH:77][cH:78][cH:79][cH:80][cH:81]1.[O:82]=[C:83]([CH:84]=[CH:85][c:86]1[cH:87][cH:88][cH:89][cH:90][cH:91]1)[CH:92]=[CH:93][c:94]1[cH:95][cH:96][cH:97][cH:98][cH:99]1.[Pd:44].[Pd:45]>>[F:1][c:2]1[cH:3][cH:4][c:5](-[c:8]2[cH:9][c:10]3[n:11]([cH:12][cH:13]2)[c:14](-[c:17]2[cH:18][c:19]([NH:23][c:25]4[cH:26][cH:27][n:28][cH:29][cH:30]4)[cH:20][cH:21][cH:22]2)[cH:15][n:16]3)[cH:6][cH:7]1. Starting materials: Brc1ccncc1, CC(C)(C)[O-], Cl, Nc1cccc(-c2cnc3cc(-c4ccc(F)cc4)ccn23)c1, [Na+], C1COCCO1, O=C(C=Cc1ccccc1)C=Cc1ccccc1, O=C(C=Cc1ccccc1)C=Cc1ccccc1, O=C(C=Cc1ccccc1)C=Cc1ccccc1, [Pd], [Pd]. Starting materials: ClC(C=1NC2=C(N1)C=CC=C2)(Cl)Cl (2-(trichloromethyl)benzimidazole), N (ammonia), ice, ClC(C=1NC2=C(N1)C=CC=C2)(Cl)Cl (2-(trichloromethyl)benzimidazole), ( XI ). Run in C(C)O (ethanol). Reaction conditions: time 1 hour. The product is C(#N)C=1NC2=C(N1)C=CC=C2 (2-cyanobenzimidazole). As a reaction SMILES: Cl[C:2](Cl)(Cl)[C:3]1[NH:4][C:5]2[CH:11]=[CH:10][CH:9]=[CH:8][C:6]=2[N:7]=1.[NH3:14]>C(O)C>[C:2]([C:3]1[NH:4][C:5]2[CH:11]=[CH:10][CH:9]=[CH:8][C:6]=2[N:7]=1)#[N:14]. Procedure: 3.2 Grams of a 2-(trichloromethyl)benzimidazole compound [compound (101)] of the formula (XI) in which X is H and Z is OCF2CFHO was dissolved in 30 ml of ethanol. The resulting solution was added by drops to 4 ml of a 25% aqueous ammonia at 5° C. After stirring for 1 hour at 5° to 15° C., the reaction solution was poured into an ice/conc. hydrochloric acid mixture and extracted with ethyl acetate. The organic layer was washed with water and dried over anhydrous sodium sulfate. Removing the solve... Reactants: O (water), C(#N)C1=NN(C=C1C1CC(C1)=O)C1=C(C=C(C=C1Cl)C(F)(F)F)Cl (3-Cyano-4-(3-oxocyclobutyl)-1-(2,6-dichloro-4-trifluoromethylphenyl)pyrazol), C(C)OCC (diethyl ether), C(C)OCC (diethyl ether). Reagents/catalysts: [Br-].C[P+](C1=CC=CC=C1)(C1=CC=CC=C1)C1=CC=CC=C1 (Methyltriphenylphosphonium bromide). Run at temperature -5 celsius. Yields the product C(#N)C1=NN(C=C1C1CC(C1)=C)C1=C(C=C(C=C1Cl)C(F)(F)F)Cl (3-Cyano-1-(2,6-dichloro-4-trifluoromethylphenyl)-4-(3-methylenecyclobutyl)pyrazole). Reaction SMILES: [C:1]([C:3]1[C:7]([CH:8]2[CH2:11][C:10](=O)[CH2:9]2)=[CH:6][N:5]([C:13]2[C:18]([Cl:19])=[CH:17][C:16]([C:20]([F:23])([F:22])[F:21])=[CH:15][C:14]=2[Cl:24])[N:4]=1)#[N:2].O.[CH2:26](OCC)C>[Br-].C[P+](C1C=CC=CC=1)(C1C=CC=CC=1)C1C=CC=CC=1>[C:1]([C:3]1[C:7]([CH:8]2[CH2:11][C:10](=[CH2:26])[CH2:9]2)=[CH:6][N:5]([C:13]2[C:18]([Cl:19])=[CH:17][C:16]([C:20]([F:23])([F:22])[F:21])=[CH:15][C:14]=2[Cl:24])[N:4]=1)#[N:2] |f:3.4|. Reported procedure: Methyltriphenylphosphonium bromide (304 mg, 0.85 mmol) was suspended in dry diethyl ether (5 ml) in a nitrogen-flushed flask and cooled to -5° C. n-Butyl lithium (0.34 ml, 2.5M in hexanes) was added dropwise producing a yellow colour. The mixture was warmed to room temperature before heating to reflux for 1 hr. The amber homogeneous solution thus obtained was cooled to -78° C. and 3-cyano-4-(3-oxocyclobutyl)-1-(2,6-dichloro-4-trifluoromethylphenyl)pyrazole (300 mg, 0.80 mmol, Example 3), dissolv...